The task is: describe an organic reaction: reactants, conditions, products, and yield. This data is from the Open Reaction Database (ORD), a public repository of structured organic reaction records. The reactants are CCO, COc1cc([N+](=O)[O-])c(OC)c(OC)c1OC. Yields the product COc1cc(N)c(OC)c(OC)c1OC. RXN SMILES: [CH3:18][CH2:19][OH:20].[N+:1]([O-:2])(=[O:3])[c:4]1[c:5]([O:16][CH3:17])[c:6]([O:14][CH3:15])[c:7]([O:12][CH3:13])[c:8]([O:10][CH3:11])[cH:9]1>>[NH2:1][c:4]1[c:5]([O:16][CH3:17])[c:6]([O:14][CH3:15])[c:7]([O:12][CH3:13])[c:8]([O:10][CH3:11])[cH:9]1. The reactants are C(C1=CC=CC=C1)OC=1C=C(C=CC1OC)[C@@H]([C@H](NC)C1=CC(=C(C=C1)OC)OCC1=CC=CC=C1)O (rel-(1S,2R)-1,2-bis(3'-benzyloxy-4'-methoxyphenyl)-2-methylaminoethanol), COC(CBr)OC (bromoacetaldehyde dimethyl acetal), C(O)([O-])=O.[Na+] (sodium hydrogen carbonate). Yields the product C(C1=CC=CC=C1)OC=1C=C(C=CC1OC)[C@@H]([C@H](N(C)CC(OC)OC)C1=CC(=C(C=C1)OC)OCC1=CC=CC=C1)O (rel-(1S,2R)-1,2-bis(3'-Benzyloxy-4'-methoxyphenyl)-2-[(2",2"-dimethoxyethyl)-methylamino]ethanol). Reaction SMILES: [CH2:1]([O:8][C:9]1[CH:10]=[C:11]([C@H:17]([OH:37])[C@@H:18]([C:21]2[CH:26]=[CH:25][C:24]([O:27][CH3:28])=[C:23]([O:29][CH2:30][C:31]3[CH:36]=[CH:35][CH:34]=[CH:33][CH:32]=3)[CH:22]=2)[NH:19][CH3:20])[CH:12]=[CH:13][C:14]=1[O:15][CH3:16])[C:2]1[CH:7]=[CH:6][CH:5]=[CH:4][CH:3]=1.[CH3:38][O:39][CH:40]([O:43][CH3:44])[CH2:41]Br.C(=O)([O-])O.[Na+]>>[CH2:1]([O:8][C:9]1[CH:10]=[C:11]([C@H:17]([OH:37])[C@@H:18]([C:21]2[CH:26]=[CH:25][C:24]([O:27][CH3:28])=[C:23]([O:29][CH2:30][C:31]3[CH:32]=[CH:33][CH:34]=[CH:35][CH:36]=3)[CH:22]=2)[N:19]([CH2:41][CH:40]([O:43][CH3:44])[O:39][CH3:38])[CH3:20])[CH:12]=[CH:13][C:14]=1[O:15][CH3:16])[C:2]1[CH:7]=[CH:6][CH:5]=[CH:4][CH:3]=1 |f:2.3|. Reported procedure: Mixture: 1.40 g 2.8 mmol) of rel-(1S,2R)-1,2-bis(3'-benzyloxy-4'-methoxyphenyl)-2-methylaminoethanol, 0.43 ml (0.61 g, 3.6 mmol) of bromoacetaldehyde dimethyl acetal, 0.71 g (8.4 mmol) of sodium hydrogen carbonate. Starting materials: O=C1C2(C=3C(=NC=CC3)N1)OC1=C(C2)C=C(C=C1)C(=O)OC (methyl 2′-oxo-1′,2′-dihydro-3H-spiro[benzofuran-2,3′-pyrrolo[2,3-b]pyridine]-5-carboxylate), [OH-].[Na+] (sodium hydroxide), Cl (hydrochloric acid). Solvent: CO (MeOH). Product: O=C1C2(C=3C(=NC=CC3)N1)OC1=C(C2)C=C(C=C1)C(=O)O (2′-Oxo-1′,2′-dihydro-3H-spiro[benzofuran-2,3′-pyrrolo[2,3-b]pyridine]-5-carboxylic acid). As a reaction SMILES: [O:1]=[C:2]1[NH:10][C:5]2=[N:6][CH:7]=[CH:8][CH:9]=[C:4]2[C:3]21[CH2:14][C:13]1[CH:15]=[C:16]([C:19]([O:21]C)=[O:20])[CH:17]=[CH:18][C:12]=1[O:11]2.[OH-].[Na+].Cl>CO>[O:1]=[C:2]1[NH:10][C:5]2=[N:6][CH:7]=[CH:8][CH:9]=[C:4]2[C:3]21[CH2:14][C:13]1[CH:15]=[C:16]([C:19]([OH:21])=[O:20])[CH:17]=[CH:18][C:12]=1[O:11]2 |f:1.2|. Procedure: A mixture of methyl 2′-oxo-1′,2′-dihydro-3H-spiro[benzofuran-2,3′-pyrrolo[2,3-b]pyridine]-5-carboxylate (100 mg, 0.34 mmol) and aqueous 6 N sodium hydroxide solution (0.17 mL, 1.0 mmol) in MeOH (5 mL) is heated at reflux for 1 h. The mixture is allowed to cool to ambient temperature before it is acidified to pH ˜6 with aqueous 1 N hydrochloric acid solution. The resulting mixture is filtered, and the filtrate is concentrated. The residue is partitioned between water (10 mL) and 2-methyltetrahydr... The reactants are BrCc1ccccc1, CN1C(C)(C)CC(N(C(=O)C(Cc2ccccc2)C(=O)O)C2CC(C)(C)N(C)C(C)(C)C2)CC1(C)C, Cc1ccccc1, CN(C)C=O, [H-], [Na+]. Product: CN1C(C)(C)CC(N(C(=O)C(Cc2ccccc2)(Cc2ccccc2)C(=O)O)C2CC(C)(C)N(C)C(C)(C)C2)CC1(C)C. Reaction SMILES: [Br:39][CH2:40][c:41]1[cH:42][cH:43][cH:44][cH:45][cH:46]1.[CH3:1][N:2]1[C:3]([CH3:35])([CH3:36])[CH2:4][CH:5]([N:10]([C:11]([CH:12]([C:13](=[O:14])[OH:15])[CH2:16][c:17]2[cH:18][cH:19][cH:20][cH:21][cH:22]2)=[O:23])[CH:24]2[CH2:25][C:26]([CH3:33])([CH3:34])[N:27]([CH3:32])[C:28]([CH3:30])([CH3:31])[CH2:29]2)[CH2:6][C:7]1([CH3:8])[CH3:9].[CH3:47][c:48]1[cH:49][cH:50][cH:51][cH:52][cH:53]1.[CH3:54][N:55]([CH3:56])[CH:57]=[O:58].[H-:37].[Na+:38]>>[CH3:1][N:2]1[C:3]([CH3:35])([CH3:36])[CH2:4][CH:5]([N:10]([C:11]([C:12]([C:13](=[O:14])[OH:15])([CH2:16][c:17]2[cH:18][cH:19][cH:20][cH:21][cH:22]2)[CH2:40][c:41]2[cH:42][cH:43][cH:44][cH:45][cH:46]2)=[O:23])[CH:24]2[CH2:25][C:26]([CH3:33])([CH3:34])[N:27]([CH3:32])[C:28]([CH3:30])([CH3:31])[CH2:29]2)[CH2:6][C:7]1([CH3:8])[CH3:9]. Yield: 55.0%. Reaction conditions: temperature 72 celsius. RXN SMILES: [C:1]([C:3]1[CH:8]=[CH:7][C:6]([CH3:9])=[C:5]([F:10])[CH:4]=1)#[N:2].CC(N=NC(C#N)(C)C)(C#N)C.[Br:23]N1C(=O)CCC1=O>ClCCCl>[Br:23][CH2:9][C:6]1[CH:7]=[CH:8][C:3]([C:1]#[N:2])=[CH:4][C:5]=1[F:10]. Product: BrCC1=C(C=C(C#N)C=C1)F (4-(bromomethyl)-3-fluorobenzonitrile), solid. The reactants are BrN1C(CCC1=O)=O (N-bromosuccinimide), BrN1C(CCC1=O)=O (N-bromosuccinimide), C(#N)C1=CC(=C(C=C1)C)F (4-cyano-2-fluorotoluene), CC(C)(C#N)N=NC(C)(C)C#N (AIBN). The solvent is ClCCCl (1,2-Dichloroethane). Procedure details: 1,2-Dichloroethane (151 kg) was charged to a suitable vessel along with 4-cyano-2-fluorotoluene (24 kg) and AIBN (2 kg). The mixture was heated to 70˜74° C. Once the batch temperature reached 70° C., N-bromosuccinimide (47.4 kg) was added in portions at the rate of 12 kg/h, maintaining the temperature at 70˜74° C. (it is important to control addition rate to avoid exothermic reaction). The mixture was sampled via GC detection after 24 kg of N-bromosuccinimide was added, and the reaction was heat... The reactants are CC(C)(C)OC(=O)CCc1ccc(OCCCOc2ccc(-c3ccccc3)cc2)cc1COC(=O)NC1CCCCC1, ClCCl, O=C(O)C(F)(F)F. The product is O=C(O)CCc1ccc(OCCCOc2ccc(-c3ccccc3)cc2)cc1COC(=O)NC1CCCCC1. Reaction SMILES: [C:8]([CH3:9])([CH3:10])([CH3:11])[O:12][C:13]([CH2:14][CH2:15][c:16]1[c:17]([CH2:39][O:40][C:41]([NH:42][CH:43]2[CH2:44][CH2:45][CH2:46][CH2:47][CH2:48]2)=[O:49])[cH:18][c:19]([O:22][CH2:23][CH2:24][CH2:25][O:26][c:27]2[cH:28][cH:29][c:30](-[c:33]3[cH:34][cH:35][cH:36][cH:37][cH:38]3)[cH:31][cH:32]2)[cH:20][cH:21]1)=[O:50].[Cl:51][CH2:52][Cl:53].[OH:1][C:2]([C:3]([F:4])([F:5])[F:6])=[O:7]>>[O:12]=[C:13]([CH2:14][CH2:15][c:16]1[c:17]([CH2:39][O:40][C:41]([NH:42][CH:43]2[CH2:44][CH2:45][CH2:46][CH2:47][CH2:48]2)=[O:49])[cH:18][c:19]([O:22][CH2:23][CH2:24][CH2:25][O:26][c:27]2[cH:28][cH:29][c:30](-[c:33]3[cH:34][cH:35][cH:36][cH:37][cH:38]3)[cH:31][cH:32]2)[cH:20][cH:21]1)[OH:50].